This data is from the Open Reaction Database (ORD), a public repository of structured organic reaction records. The task is: describe an organic reaction: reactants, conditions, products, and yield The reactants are ClC(=O)OC1=CC=CC=C1 (phenyl chloroformate), C(C)OC1=NC=CC=C1C1(C(NC2=CC(=C(C=C12)C#N)F)=O)O (3-(2-ethoxypyridin-3-yl)-6-fluoro-3-hydroxy-2-oxo-2,3-dihydro-1H-indole-5-carbonitrile). The solvent is ClCCl (dichloromethane), N1=CC=CC=C1 (pyridine). Procedure: 330 μl (2.62 mmol) of phenyl chloroformate were slowly added dropwise to a solution, cooled to 0° C., of 342 mg (0.66 mmol; 60% purity) of 3-(2-ethoxypyridin-3-yl)-6-fluoro-3-hydroxy-2-oxo-2,3-dihydro-1H-indole-5-carbonitrile (mother liquor from example a.2) in 8 ml of pyridine, and the reaction mixture was stirred at room temperature overnight. The reaction mixture was diluted with dichloromethane and extracted with water. The organic phase was washed with water and saturated sodium chloride so... Reaction conditions: time 8 hour. Yield: 79.7%. Yields the product C(#N)C=1C=C2C(C(N(C2=CC1F)C(=O)OC1=CC=CC=C1)=O)(OC(=O)OC1=CC=CC=C1)C=1C(=NC=CC1)OCC (Phenyl 5-cyano-3-(2-ethoxypyridin-3-yl)-6-fluoro-2-oxo-3-phenoxycarbonyloxy-2,3-dihydroindole-1-carboxylate). Reaction SMILES: Cl[C:2]([O:4][C:5]1[CH:10]=[CH:9][CH:8]=[CH:7][CH:6]=1)=[O:3].[CH2:11]([O:13][C:14]1[C:19]([C:20]2([OH:33])[C:28]3[C:23](=[CH:24][C:25]([F:31])=[C:26]([C:29]#[N:30])[CH:27]=3)[NH:22][C:21]2=[O:32])=[CH:18][CH:17]=[CH:16][N:15]=1)[CH3:12]>N1C=CC=CC=1.ClCCl>[C:29]([C:26]1[CH:27]=[C:28]2[C:23](=[CH:24][C:25]=1[F:31])[N:22]([C:2]([O:4][C:5]1[CH:10]=[CH:9][CH:8]=[CH:7][CH:6]=1)=[O:3])[C:21](=[O:32])[C:20]2([C:19]1[C:14]([O:13][CH2:11][CH3:12])=[N:15][CH:16]=[CH:17][CH:18]=1)[O:33][C:2]([O:4][C:5]1[CH:10]=[CH:9][CH:8]=[CH:7][CH:6]=1)=[O:3])#[N:30]. The reactants are COC(C(C(C1=CC=C(C=C1)N1C=NC=C1)=O)(C)CC)=O (α-ethyl-4-(1H-imidazol-1-yl)-α-methyl-β-oxobenzenepropanoic acid methyl ester), O.NN (hydrazine hydrate). The solvent is C(C)O (ethanol). The product is C(C)C1(C(NN=C1C1=CC=C(C=C1)N1C=NC=C1)=O)C (4-Ethyl-2,4-dihydro-5-[4-(1H-imidazol-1-yl)phenyl]-4-methyl-3H-pyrazol-3-one). Reaction SMILES: C[O:2][C:3](=O)[C:4]([CH2:19][CH3:20])([CH3:18])[C:5](=O)[C:6]1[CH:11]=[CH:10][C:9]([N:12]2[CH:16]=[CH:15][N:14]=[CH:13]2)=[CH:8][CH:7]=1.O.[NH2:23][NH2:24]>C(O)C>[CH2:19]([C:4]1([CH3:18])[C:5]([C:6]2[CH:11]=[CH:10][C:9]([N:12]3[CH:16]=[CH:15][N:14]=[CH:13]3)=[CH:8][CH:7]=2)=[N:24][NH:23][C:3]1=[O:2])[CH3:20] |f:1.2|. Procedure details: A solution of 3.8 g of α-ethyl-4-(1H-imidazol-1-yl)-α-methyl-β-oxobenzenepropanoic acid methyl ester, 2.0 g of hydrazine hydrate and 25 ml of ethanol was refluxed for 20 hours. The ethanol is removed and the residue is treated with ether and water. Filtration of the solid gives after recrystallization from ethyl acetate, 2.7 g of a crystalline solid, mp 86°-88° C. Reactants: C1CCNCC1, ClCCl, COc1c(C)c(Cc2ccc(C(=O)O)c(-c3cccnc3)c2)c(OC)c(OC)c1OC, CN(C)c1ccncc1. Yields the product COc1c(C)c(Cc2ccc(C(=O)N3CCCCC3)c(-c3cccnc3)c2)c(OC)c(OC)c1OC. As a reaction SMILES: [CH2:32]1[CH2:33][CH2:34][NH:35][CH2:36][CH2:37]1.[CH2:47]([Cl:48])[Cl:49].[CH3:1][O:2][c:3]1[c:4]([CH3:31])[c:5]([CH2:6][c:7]2[cH:8][c:9](-[c:16]3[cH:17][n:18][cH:19][cH:20][cH:21]3)[c:10]([C:11](=[O:12])[OH:13])[cH:14][cH:15]2)[c:22]([O:29][CH3:30])[c:23]([O:27][CH3:28])[c:24]1[O:25][CH3:26].[CH3:38][N:39]([CH3:40])[c:41]1[cH:42][cH:43][n:44][cH:45][cH:46]1>>[CH3:1][O:2][c:3]1[c:4]([CH3:31])[c:5]([CH2:6][c:7]2[cH:8][c:9](-[c:16]3[cH:17][n:18][cH:19][cH:20][cH:21]3)[c:10]([C:11](=[O:13])[N:35]3[CH2:34][CH2:33][CH2:32][CH2:37][CH2:36]3)[cH:14][cH:15]2)[c:22]([O:29][CH3:30])[c:23]([O:27][CH3:28])[c:24]1[O:25][CH3:26]. Starting materials: C1(=CC=CC=C1)CCCO (3-Phenylpropanol), S(=O)(=O)(O)O.BrCCCCCCBr (1,6-dibromohexane hydrogen sulphate), [OH-].[Na+] (NaOH). Solvent: O (H2O). The product is BrCCCCCCOCCCC=1C=CC=CC1 (3-[[(6-Bromohexyl)oxy]propyl]benzene). Isolated yield 1223.0%. Reaction SMILES: [C:1]1([CH2:7][CH2:8][CH2:9][OH:10])[CH:6]=[CH:5][CH:4]=[CH:3][CH:2]=1.S(O)(O)(=O)=O.[Br:16][CH2:17][CH2:18][CH2:19][CH2:20][CH2:21][CH2:22]Br.[OH-].[Na+]>O>[Br:16][CH2:17][CH2:18][CH2:19][CH2:20][CH2:21][CH2:22][O:10][CH2:9][CH2:8][CH2:7][C:1]1[CH:6]=[CH:5][CH:4]=[CH:3][CH:2]=1 |f:1.2,3.4|. Procedure details: 3-Phenylpropanol (3.00 g) and 1,6-dibromohexane hydrogen sulphate (0.5 g) and 12.5 M aqueous NaOH (16 ml) for 30 h. The mixture was diluted with H2O (80 ml), extracted with ER (3×100 ml), and the combined organic extracts were washed consecutively with H2O (80 ml) and BR (80 ml). The dried extracts were evaporated and the residual oil purified by [FCS], eluting with CX (one columnful), followed by EA-CX (1:20) to give the title compound (5.35 g) as a colourless oil. Procedure details: The title compound was prepared in the manner analogous to Example 1F using 48B and 1D. MS m/z 477 (M+1). Reactants: ClCC=1C=C(C=CC1)C1=CC=C(C=C1)C(F)(F)F (3-Chloromethyl-4′-trifluoromethyl-biphenyl), COC(COC1=C(C=C(C(=C1)OC)S)C)=O ((4-Mercapto-5-methoxy-2-methyl-phenoxy)-acetic acid methyl ester). Reaction SMILES: Cl[CH2:2][C:3]1[CH:4]=[C:5]([C:9]2[CH:14]=[CH:13][C:12]([C:15]([F:18])([F:17])[F:16])=[CH:11][CH:10]=2)[CH:6]=[CH:7][CH:8]=1.C[O:20][C:21](=[O:34])[CH2:22][O:23][C:24]1[CH:29]=[C:28]([O:30][CH3:31])[C:27]([SH:32])=[CH:26][C:25]=1[CH3:33]>>[CH3:31][O:30][C:28]1[C:27]([S:32][CH2:2][C:3]2[CH:4]=[C:5]([C:9]3[CH:14]=[CH:13][C:12]([C:15]([F:18])([F:17])[F:16])=[CH:11][CH:10]=3)[CH:6]=[CH:7][CH:8]=2)=[CH:26][C:25]([CH3:33])=[C:24]([CH:29]=1)[O:23][CH2:22][C:21]([OH:34])=[O:20]. Yields the product COC=1C(=CC(=C(OCC(=O)O)C1)C)SCC=1C=C(C=CC1)C1=CC=C(C=C1)C(F)(F)F ([5-Methoxy-2-methyl-4-(4′-trifluoromethyl-biphenyl-3-ylmethylsulfanyl)-phenoxy]-acetic acid). The reactants are N[C@@H](CO)C(=O)O (Serine), N[C@@H](CC1=CNC=N1)C(=O)O (Histidine), N[C@@H](CO)C(=O)O (Serine), NC(=C)C(=O)O (Dehydroalanine). The solvent is O (H2O). Product: N1[C@@H](CCC1=O)C(=O)O (Pyroglutamic Acid), N[C@@H](CCC(N)=O)C(=O)O (Gln). Reaction SMILES: [NH2:1][C@H:2]([C:5]([OH:7])=[O:6])[CH2:3][OH:4].N[C:9]([C:11](O)=[O:12])=C.[NH2:14][C@H:15]([C:22]([OH:24])=[O:23])[CH2:16][C:17]1N=C[NH:19][CH:18]=1>O>[NH:1]1[C:11](=[O:12])[CH2:9][CH2:3][C@H:2]1[C:5]([OH:7])=[O:6].[NH2:14][C@H:15]([C:22]([OH:24])=[O:23])[CH2:16][CH2:17][C:18](=[O:4])[NH2:19]. Procedure: A nonexclusive listing of possible protein modifications is as follows: 5′ dephospho; Desmosine (from Lysine); decomposed carboxymethylated Methionine; Ornithine (from Arginine); Lysinoalanine (from Cysteine); Lanthionine (from Cysteine); Dehydroalanine (from Cysteine); Homoserine formed from Met by CNBr treatment; Dehydration (—H2O); S-gamma-Glutamyl (crosslinked to Cysteine); O-gamma-Glutamyl-(Crosslink to Serine); Serine to Dehydroalanine; Alaminohistidine (Serine crosslinked to theta or pi c... Starting materials: ClC1=C(C=CC2=C1C(N1[C@H](C=3N2C=NC3C(=O)OC(C)(C)C)CCC1)=O)F (tert.butyl (S)-8-chloro-7-fluoro-11,12,13,13a-tetrahydro-9-oxo-9H-imidazo[1,5-a]pyrrolo[2,1-c][1,4]benzodiazepine-1-carboxylate), C1(CCCCC1)O (cyclohexanol). Reagents/catalysts: CCO.CCO.CCO.CCO.[Ti] (tetraethyl orthotitanate). Run at time 8 hour. The product is ClC1=C(C=CC2=C1C(N1[C@H](C=3N2C=NC3C(=O)OC3CCCCC3)CCC1)=O)F (cyclohexyl (S)-8-chloro-7-fluoro-11,12,13,13a-tetrahydro-9-oxo-9H-imidazo[1,5-a]pyrrolo[2,1-c][1,4]benzodiazepine-1-carboxylate). RXN SMILES: [Cl:1][C:2]1[C:7]2[C:8](=[O:26])[N:9]3[CH2:25][CH2:24][CH2:23][C@H:10]3[C:11]3[N:12]([CH:13]=[N:14][C:15]=3[C:16]([O:18][C:19]([CH3:22])(C)[CH3:20])=[O:17])[C:6]=2[CH:5]=[CH:4][C:3]=1[F:27].[CH:28]1(O)[CH2:33]CCC[CH2:29]1>CCO.CCO.CCO.CCO.[Ti]>[Cl:1][C:2]1[C:7]2[C:8](=[O:26])[N:9]3[CH2:25][CH2:24][CH2:23][C@H:10]3[C:11]3[N:12]([CH:13]=[N:14][C:15]=3[C:16]([O:18][CH:19]3[CH2:22][CH2:33][CH2:28][CH2:29][CH2:20]3)=[O:17])[C:6]=2[CH:5]=[CH:4][C:3]=1[F:27] |f:2.3.4.5.6|. Procedure: A mixture of 4.0 g (10 mmol) of tert.butyl (S)-8-chloro-7-fluoro-11,12,13,13a-tetrahydro-9-oxo-9H-imidazo[1,5-a]pyrrolo[2,1-c][1,4]benzodiazepine-1-carboxylate, 0.8 g (3 mmol) of tetraethyl orthotitanate and 15 ml of cyclohexanol is stirred at 120° overnight, evaporated to dryness, the residue is taken up in methylene chloride, the solution obtained is washed successively with 40 ml of 5N hydrochloric acid, water and saturated sodium bicarbonate solution, dried over magnesium sulphate and evapor... Starting materials: C(C)NCC (diethylamine), COC(C1=CC(=C(C=C1)OC(CCCC(C)C)C)OC)=O (4-[(1,5-dimethyl-hexyl)-oxy]-m-methoxy-benzoic acid methyl ester). Procedure details: By the procedure described in Example 38, diethylamine is reacted with 4-[(1,5-dimethyl-hexyl)-oxy]-m-methoxy-benzoic acid methyl ester to produce 4-[(1,5-dimethyl-hexyl)-oxy]-m-methoxy-N,N-diethyl-benzamide (boiling point = 180°-182°C/0.1 mmHg). RXN SMILES: [CH2:1]([NH:3][CH2:4][CH3:5])[CH3:2].CO[C:8](=[O:26])[C:9]1[CH:14]=[CH:13][C:12]([O:15][CH:16]([CH3:23])[CH2:17][CH2:18][CH2:19][CH:20]([CH3:22])[CH3:21])=[C:11]([O:24][CH3:25])[CH:10]=1>>[CH3:23][CH:16]([O:15][C:12]1[CH:13]=[CH:14][C:9]([C:8]([N:3]([CH2:4][CH3:5])[CH2:1][CH3:2])=[O:26])=[CH:10][C:11]=1[O:24][CH3:25])[CH2:17][CH2:18][CH2:19][CH:20]([CH3:21])[CH3:22]. The product is CC(CCCC(C)C)OC1=C(C=C(C(=O)N(CC)CC)C=C1)OC (4-[(1,5-dimethyl-hexyl)-oxy]-m-methoxy-N,N-diethyl-benzamide). Starting materials: NC1=CC=C(C=C1)S(=O)(=O)NC1=NC(=NC(=C1)Cl)N1CCC1 (4-amino-N-(2-azetidin-1-yl-6-chloro-pyrimidin-4-yl)-benzenesulfonamide), C(C)N (ethylamine). Solvent: C(C)O (ethanol), C(C)O (ethanol). Conditions: temperature 130 celsius, time 12 hour. Product: NC1=CC=C(C=C1)S(=O)(=O)NC1=NC(=NC(=C1)NCC)N1CCC1 (4-amino-N-(2-azetidin-1-yl-6-ethylamino-pyrimidin-4-yl)-benzenesulfonamide). The yield is 42.3%. As a reaction SMILES: [NH2:1][C:2]1[CH:7]=[CH:6][C:5]([S:8]([NH:11][C:12]2[CH:17]=[C:16](Cl)[N:15]=[C:14]([N:19]3[CH2:22][CH2:21][CH2:20]3)[N:13]=2)(=[O:10])=[O:9])=[CH:4][CH:3]=1.[CH2:23]([NH2:25])[CH3:24]>C(O)C>[NH2:1][C:2]1[CH:7]=[CH:6][C:5]([S:8]([NH:11][C:12]2[CH:17]=[C:16]([NH:25][CH2:23][CH3:24])[N:15]=[C:14]([N:19]3[CH2:22][CH2:21][CH2:20]3)[N:13]=2)(=[O:10])=[O:9])=[CH:4][CH:3]=1. Procedure: 0.2 g (0.00061 mol) of 4-amino-N-(2-azetidin-1-yl-6-chloro-pyrimidin-4-yl)-benzenesulfonamide was dissolved in 20 ml of ethanol, treated with 3.9 ml (0.061 mol) of ethylamine and stirred in an autoclave at 130° C. for 12 hours. The reaction mixture was free from solvent, the residue was suspended in 5 ml of ethanol and treated in an ultrasound bath for 15 minutes. The precipitate was filtered off, dissolved in 10 ml of 0.1N NaOH and filtered. The filtrate was adjusted to pH 6 with 0.1N HCl. The ...